Dataset: the Open Reaction Database (ORD), a public repository of structured organic reaction records. Task: describe an organic reaction: reactants, conditions, products, and yield The reactants are C1(CCCC1)OC(=O)NC(C(=O)N1CC(CC1C(NC1(C(C1)C=C)C(=O)OC)=O)OC(=O)N1CC2=CC=CC(=C2C1)F)C(C)(C)C (4-Fluoro-1,3-dihydro-isoindole-2-carboxylic acid 1-(2-cyclopentyloxycarbonylamino-3,3-dimethyl-butyryl)-5-(1-methoxycarbonyl-2-vinyl-cyclopropylcarbamoyl)-pyrrolidin-3-yl ester), [OH-].[Li+] (lithium hydroxide). Run in C1CCOC1.CO.O (THF MeOH H2O). The product is C(=O)(O)C1(C(C1)C=C)NC(=O)C1CC(CN1C(C(C(C)(C)C)NC(=O)OC1CCCC1)=O)OC(=O)N1CC2=CC=CC(=C2C1)F (4-fluoro-1,3-dihydro-isoindole-2-carboxylic acid 5-(1-carboxy-2-vinyl-cyclopropylcarbamoyl)-1-(2-cyclopentyloxycarbonylamino-3,3-dimethyl-butyryl)-pyrrolidin-3-yl ester). RXN SMILES: [CH:1]1([O:6][C:7]([NH:9][CH:10]([C:43]([CH3:46])([CH3:45])[CH3:44])[C:11]([N:13]2[CH:17]([C:18](=[O:29])[NH:19][C:20]3([C:25]([O:27]C)=[O:26])[CH2:22][CH:21]3[CH:23]=[CH2:24])[CH2:16][CH:15]([O:30][C:31]([N:33]3[CH2:41][C:40]4[C:35](=[CH:36][CH:37]=[CH:38][C:39]=4[F:42])[CH2:34]3)=[O:32])[CH2:14]2)=[O:12])=[O:8])[CH2:5][CH2:4][CH2:3][CH2:2]1.[OH-].[Li+]>C1COCC1.CO.O>[C:25]([C:20]1([NH:19][C:18]([CH:17]2[N:13]([C:11](=[O:12])[CH:10]([NH:9][C:7]([O:6][CH:1]3[CH2:5][CH2:4][CH2:3][CH2:2]3)=[O:8])[C:43]([CH3:46])([CH3:45])[CH3:44])[CH2:14][CH:15]([O:30][C:31]([N:33]3[CH2:41][C:40]4[C:35](=[CH:36][CH:37]=[CH:38][C:39]=4[F:42])[CH2:34]3)=[O:32])[CH2:16]2)=[O:29])[CH2:22][CH:21]1[CH:23]=[CH2:24])([OH:27])=[O:26] |f:1.2,3.4.5|. Reported procedure: 4-Fluoro-1,3-dihydro-isoindole-2-carboxylic acid 1-(2-cyclopentyloxycarbonylamino-3,3-dimethyl-butyryl)-5-(1-methoxycarbonyl-2-vinyl-cyclopropylcarbamoyl)-pyrrolidin-3-yl ester (550 mg, 0.86 mmol) was dissolved in THF:MeOH:H2O (1:1:1 8.7 mL) and treated with lithium hydroxide (180 mg, 4.28 mmol). The reaction was judged complete by complete consumption of starting material after approximately 2 h, at which time the reaction was neutralized with 1N aqueous HCl. The organic phase was extracted wit...